Dataset: the Open Reaction Database (ORD), a public repository of structured organic reaction records. Task: describe an organic reaction: reactants, conditions, products, and yield Starting materials: [Br-] (bromide), BrC(C(CCO)(F)F)(F)F (4-Bromo-3,3,4,4-tetrafluoro-1-butanol), C(=O)(O)[O-].[Na+] (NaHCO3), [O-]S(=O)S(=O)[O-].[Na+].[Na+] (Na2S2O4), sulfonate, sulfinate, C(=O)(O)[O-].[Na+] (NaHCO3), [O-]S(=O)S(=O)[O-].[Na+].[Na+] (Na2S2O4), S(=O)([O-])S(=O)[O-].[Na+].[Na+] (sodium dithionite), C([O-])(O)=O.[Na+] (sodium bicarbonate). Solvent: C(C)#N (acetonitrile), C(C)#N (acetonitrile), O (water), C(C)#N (acetonitrile), O (water). Conditions: temperature 55 celsius. The product is OCCC(C(S(=O)[O-])(F)F)(F)F.[Na+] (sodium 4-hydroxy-1,1,2,2-tetrafluorobutane-1-sulfinate). RXN SMILES: Br[C:2]([F:10])([F:9])[C:3]([F:8])([F:7])[CH2:4][CH2:5][OH:6].C([O-])(O)=O.[Na+:15].[O-:16][S:17](S([O-])=O)=[O:18].[Na+].[Na+].[Br-]>C(#N)C.O>[OH:6][CH2:5][CH2:4][C:3]([F:8])([F:7])[C:2]([F:10])([F:9])[S:17]([O-:18])=[O:16].[Na+:15] |f:1.2,3.4.5,9.10|. Procedure details: 4-Bromo-3,3,4,4-tetrafluoro-1-butanol (19.92 g, 88.54 mmol) was added to a slurry of NaHCO3 (22.31 g, 265.6 mmol) and Na2S2O4 (46.25 g, 265.6 mmol) in 60 mL of acetonitrile and 88 mL of water. The mixture was heated at about 55° C. for two days in a wax bath without stirring due to the large amount of solids present. 19F NMR spectra showed almost no conversion to product. The temperature was then increased to about 80° C. As the temperature increased, sufficient of the inorganic salts (NaHCO3 an... Starting materials: O=C([O-])[O-], CC(C)(C)OC(=O)NCCCC1CN(S(C)(=O)=O)Cc2nc3cnc4ccccc4c3n21, ClCCl, [Na+], [Na+], O=C(OO)c1cccc(Cl)c1. The product is CC(C)(C)OC(=O)NCCCC1CN(S(C)(=O)=O)Cc2nc3c[n+]([O-])c4ccccc4c3n21. Reaction SMILES: [C:44](=[O:45])([O-:46])[O-:47].[CH3:1][S:2](=[O:3])(=[O:4])[N:5]1[CH2:6][c:7]2[n:8]([c:9]3[c:10]([cH:11][n:12][c:13]4[cH:14][cH:15][cH:16][cH:17][c:18]34)[n:19]2)[CH:20]([CH2:22][CH2:23][CH2:24][NH:25][C:26]([O:27][C:28]([CH3:29])([CH3:30])[CH3:31])=[O:32])[CH2:21]1.[Cl:50][CH2:51][Cl:52].[Na+:48].[Na+:49].[OH:33][O:34][C:35]([c:36]1[cH:37][c:38]([Cl:39])[cH:40][cH:41][cH:42]1)=[O:43]>>[CH3:1][S:2](=[O:3])(=[O:4])[N:5]1[CH2:6][c:7]2[n:8]([c:9]3[c:10]([cH:11][n+:12]([O-:33])[c:13]4[cH:14][cH:15][cH:16][cH:17][c:18]34)[n:19]2)[CH:20]([CH2:22][CH2:23][CH2:24][NH:25][C:26]([O:27][C:28]([CH3:29])([CH3:30])[CH3:31])=[O:32])[CH2:21]1.